Dataset: the Open Reaction Database (ORD), a public repository of structured organic reaction records. Task: describe an organic reaction: reactants, conditions, products, and yield The reactants are C(C1=CC=CC=C1)[C@]1([C@H](CNCC1)O)O ((3S,4S)-4-benzyl-3,4-dihydroxy-piperidine), C(C1=CC=CC=C1)OC1=CC=C(C=C1)OCCCl (1-benzyloxy-4-(2-chloro-ethoxy)-benzene), C(=O)([O-])[O-].[K+].[K+] (K2CO3), O (water). The solvent is CN(C)C=O (DMF). Conditions: temperature 90 celsius. Product: C(C1=CC=CC=C1)[C@]1([C@H](CN(CC1)CCOC1=CC=C(C=C1)OCC1=CC=CC=C1)O)O ((3S,4S)-4-benzyl-1-[2-(4-benzyloxy-phenoxy)-ethyl]-piperidine-3,4-diol). RXN SMILES: [CH2:1]([C@:8]1([OH:15])[CH2:13][CH2:12][NH:11][CH2:10][C@@H:9]1[OH:14])[C:2]1[CH:7]=[CH:6][CH:5]=[CH:4][CH:3]=1.[CH2:16]([O:23][C:24]1[CH:29]=[CH:28][C:27]([O:30][CH2:31][CH2:32]Cl)=[CH:26][CH:25]=1)[C:17]1[CH:22]=[CH:21][CH:20]=[CH:19][CH:18]=1.C([O-])([O-])=O.[K+].[K+].O>CN(C=O)C>[CH2:1]([C@:8]1([OH:15])[CH2:13][CH2:12][N:11]([CH2:32][CH2:31][O:30][C:27]2[CH:28]=[CH:29][C:24]([O:23][CH2:16][C:17]3[CH:22]=[CH:21][CH:20]=[CH:19][CH:18]=3)=[CH:25][CH:26]=2)[CH2:10][C@@H:9]1[OH:14])[C:2]1[CH:3]=[CH:4][CH:5]=[CH:6][CH:7]=1 |f:2.3.4|. Reported procedure: To a solution of 0.2 g (1.0 mmol) (3R,4R) and (3S,4S)-4-benzyl-3,4-dihydroxy-piperidine in 10 ml DMF were added 297 mg (1.0 mmol) 1-benzyloxy-4-(2-chloro-ethoxy)-benzene and 0.2 g (1.5 mmol) K2CO3 and the reaction mixture was heated to 90° C. for 16 hours. After the addition of water, the aqueous phase was extracted three times with ethyl acetate and the combined organic layers were washed with water, dried over MgSO4 and the solvent was removed under reduced pressure to give 551 mg (100%, ˜80% ... The reactants are C(C1=CC=CC=C1)C=1NC(=C(N1)C1=CC=CC=C1)C1=CC=CC=C1 (2-Benzyl-4,5-diphenylimidazole), BrCCCCCCCC(=O)OCC (ethyl 8-bromooctanoate). Product: C(C1=CC=CC=C1)C=1N(C(=C(N1)C1=CC=CC=C1)C1=CC=CC=C1)CCCCCCCC(=O)OCC (2-benzyl-1-(7-ethoxycarbonylheptyl)-4,5-diphenylimidazole). The yield is 52.6%. Reaction SMILES: [CH2:1]([C:8]1[NH:9][C:10]([C:19]2[CH:24]=[CH:23][CH:22]=[CH:21][CH:20]=2)=[C:11]([C:13]2[CH:18]=[CH:17][CH:16]=[CH:15][CH:14]=2)[N:12]=1)[C:2]1[CH:7]=[CH:6][CH:5]=[CH:4][CH:3]=1.Br[CH2:26][CH2:27][CH2:28][CH2:29][CH2:30][CH2:31][CH2:32][C:33]([O:35][CH2:36][CH3:37])=[O:34]>>[CH2:1]([C:8]1[N:12]([CH2:26][CH2:27][CH2:28][CH2:29][CH2:30][CH2:31][CH2:32][C:33]([O:35][CH2:36][CH3:37])=[O:34])[C:11]([C:13]2[CH:14]=[CH:15][CH:16]=[CH:17][CH:18]=2)=[C:10]([C:19]2[CH:24]=[CH:23][CH:22]=[CH:21][CH:20]=2)[N:9]=1)[C:2]1[CH:3]=[CH:4][CH:5]=[CH:6][CH:7]=1. Procedure: 2-Benzyl-4,5-diphenylimidazole (3.3 g) (Weiss, M, J. Am. Chem. Soc., 1952, 74, 5193-5) was reacted with ethyl 8-bromooctanoate as in Example 9. Column chromatography on silica gel eluted with a dichloro-methane:ethanol gradient followed by distillation at 200° C./0.1 torr to remove volatile impurities gave a yellow oil. Recrystallisation from hexane gave 2-benzyl-1-(7-ethoxycarbonylheptyl)-4,5-diphenylimidazole (2.69 g, 52.6%) as a white solid, m.p. 82°-3°. Found: C, 80.35; H, 7.58; N, 6.08%; C3... The reactants are Cl.C(C)OC(=O)CN(C=1C=C2C=C(N(C2=CC1)C)CC1=CC=C(C(=N)N)C=C1)S(=O)(=O)C=1C=CC=C2C=CC=NC12 (4-[(5-(N-ethoxycarbonylmethyl-quinolin-8-yl-sulphonylamino)-1-methyl-indol-2-yl)-methyl]-benzamidine-hydrochloride), ClC(=O)OC (methyl chloroformate), C([O-])([O-])=O.[K+].[K+] (potassium carbonate). Run in O1CCCC1 (tetrahydrofuran). Product: C(C)OC(=O)CN(C=1C=C2C=C(N(C2=CC1)C)CC1=CC=C(C(=NC(=O)OC)N)C=C1)S(=O)(=O)C=1C=CC=C2C=CC=NC12 (4-[(5-(N-ethoxycarbonylmethyl-quinolin-8-yl-sulphonylamino)-1-methyl-indol-2-yl)-methyl]-N'-(methoxycarbonyl)benzamidine). As a reaction SMILES: Cl.[CH2:2]([O:4][C:5]([CH2:7][N:8]([S:29]([C:32]1[CH:33]=[CH:34][CH:35]=[C:36]2[C:41]=1[N:40]=[CH:39][CH:38]=[CH:37]2)(=[O:31])=[O:30])[C:9]1[CH:10]=[C:11]2[C:15](=[CH:16][CH:17]=1)[N:14]([CH3:18])[C:13]([CH2:19][C:20]1[CH:28]=[CH:27][C:23]([C:24]([NH2:26])=[NH:25])=[CH:22][CH:21]=1)=[CH:12]2)=[O:6])[CH3:3].Cl[C:43]([O:45][CH3:46])=[O:44].C(=O)([O-])[O-].[K+].[K+]>O1CCCC1>[CH2:2]([O:4][C:5]([CH2:7][N:8]([S:29]([C:32]1[CH:33]=[CH:34][CH:35]=[C:36]2[C:41]=1[N:40]=[CH:39][CH:38]=[CH:37]2)(=[O:30])=[O:31])[C:9]1[CH:10]=[C:11]2[C:15](=[CH:16][CH:17]=1)[N:14]([CH3:18])[C:13]([CH2:19][C:20]1[CH:21]=[CH:22][C:23]([C:24]([NH2:26])=[N:25][C:43]([O:45][CH3:46])=[O:44])=[CH:27][CH:28]=1)=[CH:12]2)=[O:6])[CH3:3] |f:0.1,3.4.5|. Procedure details: Prepared analogously to Example 97 from 4-[(5-(N-ethoxycarbonylmethyl-quinolin-8-yl-sulphonylamino)-1-methyl-indol-2-yl)-methyl]-benzamidine-hydrochloride, methyl chloroformate and potassium carbonate in tetrahydrofuran. Procedure: A solution of 1-amino-3-{4-[5-(4-isopropoxy-phenyl)-[1,2,4]oxadiazol-3-yl]-2,6-dimethyl-phenoxy}-propan-2-ol (277 mg, 0.698 mmol), glycolic acid (80 mg, 1.05 mmol), DIPEA (362 mg, 2.80 mmol) and TBTU (382 mg, 1.19 mmol) in DMF (10 mL) is stirred at rt for 16 h before it is diluted with EA, washed with water, and concentrated. The crude product is purified by chromatography on prep. TLC plates with DCM containing 10% of methanol to give 2-hydroxy-N-(2-hydroxy-3-{4-[5-(4-isopropoxy-phenyl)-[1,2,4]... Yields the product OCC(=O)NCC(COC1=C(C=C(C=C1C)C1=NOC(=N1)C1=CC=C(C=C1)OC(C)C)C)O (2-hydroxy-N-(2-hydroxy-3-{4-[5-(4-isopropoxy-phenyl)-[1,2,4]oxadiazol-3-yl]-2,6-dimethyl-phenoxy}-propyl)-acetamide). RXN SMILES: [NH2:1][CH2:2][CH:3]([OH:29])[CH2:4][O:5][C:6]1[C:11]([CH3:12])=[CH:10][C:9]([C:13]2[N:17]=[C:16]([C:18]3[CH:23]=[CH:22][C:21]([O:24][CH:25]([CH3:27])[CH3:26])=[CH:20][CH:19]=3)[O:15][N:14]=2)=[CH:8][C:7]=1[CH3:28].[C:30](O)(=[O:33])[CH2:31][OH:32].CCN(C(C)C)C(C)C.CN(C(ON1N=NC2C=CC=CC1=2)=[N+](C)C)C.[B-](F)(F)(F)F>CN(C=O)C.CC(=O)OCC>[OH:33][CH2:30][C:31]([NH:1][CH2:2][CH:3]([OH:29])[CH2:4][O:5][C:6]1[C:11]([CH3:12])=[CH:10][C:9]([C:13]2[N:17]=[C:16]([C:18]3[CH:23]=[CH:22][C:21]([O:24][CH:25]([CH3:26])[CH3:27])=[CH:20][CH:19]=3)[O:15][N:14]=2)=[CH:8][C:7]=1[CH3:28])=[O:32] |f:3.4|. The yield is 20.1%. Solvent: CN(C)C=O (DMF), CC(OCC)=O (EA). Starting materials: NCC(COC1=C(C=C(C=C1C)C1=NOC(=N1)C1=CC=C(C=C1)OC(C)C)C)O (1-amino-3-{4-[5-(4-isopropoxy-phenyl)-[1,2,4]oxadiazol-3-yl]-2,6-dimethyl-phenoxy}-propan-2-ol), C(CO)(=O)O (glycolic acid), CCN(C(C)C)C(C)C (DIPEA), CN(C)C(=[N+](C)C)ON1C2=C(C=CC=C2)N=N1.[B-](F)(F)(F)F (TBTU). Reactants: C(O)([O-])=O.[Na+] (sodium hydrogen carbonate), C1(CCCC1)C(=O)C=1SC2=C(C1C)C=CC=C2 (cyclopentyl(3-methyl-1-benzothiophen-2-yl)methanone), NC1=CC=C(C(=O)OC)C=C1 (methyl 4-aminobenzoate), C(O)([O-])=O.[Na+] (sodium hydrogen carbonate), solution, C(#N)[BH3-].[Na+] (sodium cyanoborohydride). Reagents/catalysts: [Ti](Cl)(Cl)(Cl)Cl (titanium (IV) chloride). Solvent: C(Cl)Cl (methylene chloride), C(C)N(CC)CC (triethylamine), O1CCCC1 (tetrahydrofuran), C(C)(=O)O (acetic acid). Reaction conditions: time 3 day. The product is C1(CCCC1)C(C=1SC2=C(C1C)C=CC=C2)NC2=CC=C(C(=O)OC)C=C2 (methyl 4-{[cyclopentyl(3-methyl-1-benzothiophen-2-yl)methyl]amino}benzoate). The yield is 65.2%. Reaction SMILES: [CH:1]1([C:6]([C:8]2[S:9][C:10]3[CH:17]=[CH:16][CH:15]=[CH:14][C:11]=3[C:12]=2[CH3:13])=O)[CH2:5][CH2:4][CH2:3][CH2:2]1.[NH2:18][C:19]1[CH:28]=[CH:27][C:22]([C:23]([O:25][CH3:26])=[O:24])=[CH:21][CH:20]=1.C(=O)([O-])O.[Na+].C([BH3-])#N.[Na+]>O1CCCC1.[Ti](Cl)(Cl)(Cl)Cl.C(O)(=O)C.C(Cl)Cl.C(N(CC)CC)C>[CH:1]1([CH:6]([NH:18][C:19]2[CH:20]=[CH:21][C:22]([C:23]([O:25][CH3:26])=[O:24])=[CH:27][CH:28]=2)[C:8]2[S:9][C:10]3[CH:17]=[CH:16][CH:15]=[CH:14][C:11]=3[C:12]=2[CH3:13])[CH2:5][CH2:4][CH2:3][CH2:2]1 |f:2.3,4.5|. Reported procedure: To a mixture of cyclopentyl(3-methyl-1-benzothiophen-2-yl)methanone (1.54 g) synthesized above, methyl 4-aminobenzoate (1.05 g), triethylamine (7.02 mL) and methylene chloride (30 mL) was added titanium (IV) chloride (829 μL), and the mixture was stirred under argon atmosphere at room temperature for 3 days. Saturated aqueous sodium hydrogen carbonate solution was added to quench the reaction, methylene chloride was evaporated in an evaporator, and the residue was extracted with ethyl acetate. T... The reactants are O=C1NC(=O)c2ccccc21, C=CCBr, [K], CN(C)C=O. The product is C=CCN1C(=O)c2ccccc2C1=O. As a reaction SMILES: [C:1]1(=[O:11])[c:2]2[c:3]([cH:7][cH:8][cH:9][cH:10]2)[C:4](=[O:6])[NH:5]1.[CH2:13]([CH:14]=[CH2:15])[Br:16].[K:12].[O:17]=[CH:18][N:19]([CH3:20])[CH3:21]>>[C:1]1(=[O:11])[c:2]2[c:3]([cH:7][cH:8][cH:9][cH:10]2)[C:4](=[O:6])[N:5]1[CH2:15][CH:14]=[CH2:13]. Starting materials: CC(=O)c1ncc(F)c2c(C(=O)C(=O)N3CCN(c4nnnn4-c4ccccc4)CC3)c[nH]c12, CCO, Cl, NO. Yields the product CC(=NO)c1ncc(F)c2c(C(=O)C(=O)N3CCN(c4nnnn4-c4ccccc4)CC3)c[nH]c12. RXN SMILES: [C:1]([CH3:2])(=[O:3])[c:4]1[n:5][cH:6][c:7]([F:34])[c:8]2[c:9]1[nH:10][cH:11][c:12]2[C:13]([C:14](=[O:15])[N:16]1[CH2:17][CH2:18][N:19]([c:22]2[n:23][n:24][n:25][n:26]2-[c:27]2[cH:28][cH:29][cH:30][cH:31][cH:32]2)[CH2:20][CH2:21]1)=[O:33].[CH3:38][CH2:39][OH:40].[ClH:35].[NH2:36][OH:37]>>[C:1]([CH3:2])([c:4]1[n:5][cH:6][c:7]([F:34])[c:8]2[c:9]1[nH:10][cH:11][c:12]2[C:13]([C:14](=[O:15])[N:16]1[CH2:17][CH2:18][N:19]([c:22]2[n:23][n:24][n:25][n:26]2-[c:27]2[cH:28][cH:29][cH:30][cH:31][cH:32]2)[CH2:20][CH2:21]1)=[O:33])=[N:36][OH:37].